This data is from the Open Reaction Database (ORD), a public repository of structured organic reaction records. The task is: describe an organic reaction: reactants, conditions, products, and yield The reactants are ClC1=CC=C(C=C1)C1(CCC1)C(C[CH2+]1C2(CCC(C1)C2(C)C)C)=O (1-[1-(4-chlorophenyl)cyclobutyl]-2-bormoethanone), C[O-].[Na+] (sodium methoxide), CO (methanol), [Na] (sodium), CO (methanol), O (water). Conditions: time 2 hour. Yields the product ClC1=CC=C(C=C1)C1(CCC1)C(CO)(OC)OC (2-[1-(4-chlorophenyl)cyclobutyl]-2,2-dimethoxyethanol). RXN SMILES: [Cl:1][C:2]1[CH:7]=[CH:6][C:5]([C:8]2([C:12](=[O:24])[CH2:13][CH2+]3CC4C(C)(C)C3(C)CC4)[CH2:11][CH2:10][CH2:9]2)=[CH:4][CH:3]=1.[CH3:25][O-:26].[Na+].[Na].[OH2:29].[CH3:30]O>>[Cl:1][C:2]1[CH:3]=[CH:4][C:5]([C:8]2([C:12]([O:24][CH3:30])([O:26][CH3:25])[CH2:13][OH:29])[CH2:9][CH2:10][CH2:11]2)=[CH:6][CH:7]=1 |f:1.2,^1:27|. Procedure details: A solution of 1-[1-(4-chlorophenyl)cyclobutyl]-2-bormoethanone (3 g) in methanol (10 ml) was added to sodium methoxide prepared by the reaction of sodium (0.46 g) and methanol (20 ml) and the mixture was stirred for two hours, and then poured into water. The aqueous mixture was extracted with ether and the extract dried and evaporated to give 2-[1-(4-chlorophenyl)cyclobutyl]-2,2-dimethoxyethanol (m.p. 73°-74° C.). Starting materials: CCN(CC)CCNc1ccc2ncc(Br)n2n1, CCOCC, CCCCC=CB(O)O, Cl. Product: Cl, CCCCC=Cc1cnc2ccc(NCCN(CC)CC)nn12. RXN SMILES: [Br:1][c:2]1[cH:3][n:4][c:5]2[n:6]1[n:7][c:8]([NH:11][CH2:12][CH2:13][N:14]([CH2:15][CH3:16])[CH2:17][CH3:18])[cH:9][cH:10]2.[CH3:29][CH2:30][O:31][CH2:32][CH3:33].[CH:19](=[CH:20][CH2:21][CH2:22][CH2:23][CH3:24])[B:25]([OH:26])[OH:27].[ClH:28]>>[ClH:28].[c:2]1([CH:19]=[CH:20][CH2:21][CH2:22][CH2:23][CH3:24])[cH:3][n:4][c:5]2[n:6]1[n:7][c:8]([NH:11][CH2:12][CH2:13][N:14]([CH2:15][CH3:16])[CH2:17][CH3:18])[cH:9][cH:10]2. The reactants are C(C1=CC=CC=C1)N1C(C(OC=C1)=O)C1=CC=C(C=C1)F (N-benzyl-3-(4-fluorophenyl)-1,4-oxazin-2-one), FC(C(=O)O)(F)F (trifluoroacetic acid), C(C)(=O)OC(C)C (isopropyl acetate). The solvent is C(C)#N (acetonitrile). Reaction conditions: temperature 90 celsius, time 6 day. Yields the product C(C1=CC=CC=C1)N1[C@H](C(OC=C1)=O)C1=CC=C(C=C1)F (N-benzyl-3-(S)-(4-fluorophenyl)-1,4-oxazin-2-one). As a reaction SMILES: [CH2:1]([N:8]1[CH:13]=[CH:12][O:11][C:10](=[O:14])[CH:9]1[C:15]1[CH:20]=[CH:19][C:18]([F:21])=[CH:17][CH:16]=1)[C:2]1[CH:7]=[CH:6][CH:5]=[CH:4][CH:3]=1.FC(F)(F)C(O)=O.C(OC(C)C)(=O)C>C(#N)C>[CH2:1]([N:8]1[CH:13]=[CH:12][O:11][C:10](=[O:14])[C@@H:9]1[C:15]1[CH:16]=[CH:17][C:18]([F:21])=[CH:19][CH:20]=1)[C:2]1[CH:3]=[CH:4][CH:5]=[CH:6][CH:7]=1. Procedure details: A further batch of N-benzyl-3-(S)-(4-fluorophenyl)-1,4-oxazin-2-one (-)-3BCS salt was prepared substantially according to the previous method except that the following quantities and reaction conditions were used: N-benzyl-3-(4-fluorophenyl)-1,4-oxazin-2-one (racemate) (4.96 g); (-)-3BCS in acetonitrile (1.85M; 9.4 ml); trifluoroacetic acid (2.1 ml); and isopropyl acetate (55 ml). The mixture was stirred at 90° C. for 6 days and then cooled to 0°-5° C. and aged for 1 hour. The solid N-benzyl-3-(... The reactants are CN(CCNC(=O)[C@H](CC1=CNC2=CC=C(C=C12)O)NC(=O)C1=CC2=C(N(C(=N2)C2=COC=C2)C2CCCCC2)C=C1)C (1-Cyclohexyl-2-furan-3-yl-1H-benzimidazole-5-carboxylic acid [(S)-1-(2-dimethylamino-ethylcarbamoyl)-2-(5-hydroxy-1H-indol-3-yl)-ethyl]-amide), NCCN1CCCC1 (1-(2-aminoethyl)pyrrolidine). Product: OC=1C=C2C(=CNC2=CC1)C[C@@H](C(NCCN1CCCC1)=O)NC(=O)C1=CC2=C(N(C(=N2)C2=COC=C2)C2CCCCC2)C=C1 (1-Cyclohexyl-2-furan-3-yl-1H-benzimidazole-5-carboxylic acid [(S)-2-(5-hydroxy-1H-indol-3-yl)-1-(2-pyrrolidin-1-yl-ethylcarbamoyl)-ethyl]-amide). Reaction SMILES: [CH3:1][N:2]([CH3:43])[CH2:3][CH2:4][NH:5][C:6]([C@@H:8]([NH:20][C:21]([C:23]1[CH:42]=[CH:41][C:26]2[N:27]([CH:35]3[CH2:40][CH2:39][CH2:38][CH2:37][CH2:36]3)[C:28]([C:30]3[CH:34]=[CH:33][O:32][CH:31]=3)=[N:29][C:25]=2[CH:24]=1)=[O:22])[CH2:9][C:10]1[C:18]2[C:13](=[CH:14][CH:15]=[C:16]([OH:19])[CH:17]=2)[NH:12][CH:11]=1)=[O:7].N[CH2:45][CH2:46]N1CCCC1>>[OH:19][C:16]1[CH:17]=[C:18]2[C:13](=[CH:14][CH:15]=1)[NH:12][CH:11]=[C:10]2[CH2:9][C@H:8]([NH:20][C:21]([C:23]1[CH:42]=[CH:41][C:26]2[N:27]([CH:35]3[CH2:36][CH2:37][CH2:38][CH2:39][CH2:40]3)[C:28]([C:30]3[CH:34]=[CH:33][O:32][CH:31]=3)=[N:29][C:25]=2[CH:24]=1)=[O:22])[C:6](=[O:7])[NH:5][CH2:4][CH2:3][N:2]1[CH2:1][CH2:46][CH2:45][CH2:43]1. Procedure details: The carboxylic acid of example 133 was coupled to 1-(2-aminoethyl)pyrrolidine under standard TBTU conditions to yield the title compound of example 137.